From a dataset of the Open Reaction Database (ORD), a public repository of structured organic reaction records. describe an organic reaction: reactants, conditions, products, and yield Starting materials: COC1=C(C(C(=O)O)=CC=C1)C(=O)O (methoxyphthalic acid), CO (methanol), Example 5, Cl (HCl). Reagents/catalysts: Cl[Cu] (CuCl). Run in O.CO (water methanol). Yields the product COC(C=1C(C(=O)O)=C(C=CC1)OC)=O (Methoxyphthalic Acid Monomethylester). Yield: 63.0%. As a reaction SMILES: [CH3:1][O:2][C:3]1[CH:11]=[CH:10][CH:9]=[C:5]([C:6]([OH:8])=[O:7])[C:4]=1[C:12]([OH:14])=[O:13].Cl.[CH3:16]O>O.CO.Cl[Cu]>[CH3:16][O:7][C:6](=[O:8])[C:5]1[C:4](=[C:3]([O:2][CH3:1])[CH:11]=[CH:10][CH:9]=1)[C:12]([OH:14])=[O:13] |f:3.4|. Reported procedure: A solution of methoxyphthalic acid obtained as per Example 5 (0.1 mol) in 100 ml methanol was added with CuCl (0.1 mol) and HCl (0.1 mol). The solution was heated to reflux for 30 min. The clear solution obtained was evaporated to dryness under reduced pressure. The residue obtained was dissolved in a 1:3 water-methanol mixture and acidified. The product was separated by cooling, collected by filtration and air dried. The product yield was 63-66%. The reactants are NC(=O)CO, Cc1cc(Cl)ccc1OCC=O, C1CCOC1. The product is Cc1cc(Cl)ccc1OCC1NC(=O)CO1. Reaction SMILES: [C:13]([CH2:14][OH:15])(=[O:16])[NH2:17].[Cl:1][c:2]1[cH:3][c:4]([CH3:12])[c:5]([O:6][CH2:7][CH:8]=[O:9])[cH:10][cH:11]1.[O:18]1[CH2:19][CH2:20][CH2:21][CH2:22]1>>[Cl:1][c:2]1[cH:3][c:4]([CH3:12])[c:5]([O:6][CH2:7][CH:8]2[O:9][CH2:14][C:13](=[O:16])[NH:17]2)[cH:10][cH:11]1. Starting materials: CN(C=O)C (N,N-dimethylformamide), ClC1=NC=C(C=C1)C=O (2-chloro-5-formylpyridine), [H-].[Na+] (sodium hydride), CN(C=O)C (N,N-dimethylformamide), CN(C=O)C (N,N-dimethylformamide), OC=1C=NC=CC1 (3-hydroxypyridine). The solvent is O (water). Run at time 30 minute. The product is N1=CC(=CC=C1)OC1=CC=CC(=N1)C=O (6-(Pyridin-3-yloxy)-pyridine-carbaldehyde). Isolated yield 36.0%. Reaction SMILES: [H-].[Na+].CN(C)[CH:5]=[O:6].[OH:8][C:9]1[CH:10]=[N:11][CH:12]=[CH:13][CH:14]=1.Cl[C:16]1[CH:21]=[CH:20][C:19](C=O)=[CH:18][N:17]=1>O>[N:11]1[CH:12]=[CH:13][CH:14]=[C:9]([O:8][C:18]2[N:17]=[C:16]([CH:5]=[O:6])[CH:21]=[CH:20][CH:19]=2)[CH:10]=1 |f:0.1|. Reported procedure: To a suspension of sodium hydride (407 mg, 8.48 mmol, 50% in oil) and N,N-dimethylformamide (45 mL) was added an N,N-dimethylformamide (5 mL) solution of 3-hydroxypyridine (806 mg, 8.48 mmol) at 0° C., which was stirred for 30 minutes. An N,N-dimethylformamide (5 mL) solution of 2-chloro-5-formylpyridine (1.0 g, 7.06 mmol) was added to this reaction mixture at the same temperature, which was stirred for 5 hours at 100° C. The reaction mixture was cooled to room temperature, and water was added t... The reactants are C1CCC2=NCCCN2CC1, COCCOC, CSc1nc(N)nc(Br)c1C#N, OCc1ccccc1. Product: CSc1nc(N)nc(OCc2ccccc2)c1C#N. As a reaction SMILES: [CH2:21]1[CH2:22][CH2:23][C:24]2=[N:29][CH2:28][CH2:27][CH2:26][N:25]2[CH2:30][CH2:31]1.[CH3:32][O:33][CH2:34][CH2:35][O:36][CH3:37].[NH2:1][c:2]1[n:3][c:4]([S:11][CH3:12])[c:5]([C:9]#[N:10])[c:6]([Br:8])[n:7]1.[OH:13][CH2:14][c:15]1[cH:16][cH:17][cH:18][cH:19][cH:20]1>>[NH2:1][c:2]1[n:3][c:4]([S:11][CH3:12])[c:5]([C:9]#[N:10])[c:6]([O:13][CH2:14][c:15]2[cH:16][cH:17][cH:18][cH:19][cH:20]2)[n:7]1. Reactants: BrC=1N=CNC1 (4-bromo-1H-imidazole), FC=1C=C(C=CC1F)B(O)O (3,4-difluorophenylboronic acid), CC1(OB(OC1(C)C)C=1C=CC2=C(C[C@H]3CC[C@@H](C2)[C@@]32NS(N(C2)CC(F)(F)F)(=O)=O)C1)C ([6S,9R,11R] 2′,3′,4′,5,5′,6,7,8,9,10-Decahydro-2-(4,4,5,5-tetramethyl-[1,3,2]-dioxaborolan-2-yl)-5′-(2,2,2-trifluoroethyl)spiro[6,9-methanobenzocyclooctene-11,3′-[1,2,5]thiadiazole] 1′,1′-dioxide). Product: FC=1C=C(C=CC1F)N1C=NC(=C1)C=1C=CC2=C(C[C@H]3CC[C@@H](C2)[C@@]32NS(N(C2)CC(F)(F)F)(=O)=O)C1 ([6S,9R,11R] 2′,3′,4′,5,5′,6,7,8,9,10-Decahydro-2-(1-(3,4-difluorophenyl)-imidazol-4-yl)-5′-(2,2,2-trifluoroethyl)-spiro[6,9-methanobenzocyclooctene-11,3′-[1,2,5]thiadiazole] 1′,1′-dioxide). RXN SMILES: Br[C:2]1[N:3]=[CH:4][NH:5][CH:6]=1.[F:7][C:8]1[CH:9]=[C:10](B(O)O)[CH:11]=[CH:12][C:13]=1[F:14].CC1(C)C(C)(C)OB([C:26]2[CH:27]=[CH:28][C:29]3[CH2:36][C@H:35]4[C@:37]5([CH2:41][N:40]([CH2:42][C:43]([F:46])([F:45])[F:44])[S:39](=[O:48])(=[O:47])[NH:38]5)[C@H:32]([CH2:33][CH2:34]4)[CH2:31][C:30]=3[CH:49]=2)O1>>[F:7][C:8]1[CH:9]=[C:10]([N:5]2[CH:6]=[C:2]([C:26]3[CH:27]=[CH:28][C:29]4[CH2:36][C@H:35]5[C@:37]6([CH2:41][N:40]([CH2:42][C:43]([F:46])([F:45])[F:44])[S:39](=[O:47])(=[O:48])[NH:38]6)[C@H:32]([CH2:33][CH2:34]5)[CH2:31][C:30]=4[CH:49]=3)[N:3]=[CH:4]2)[CH:11]=[CH:12][C:13]=1[F:14]. Procedure details: Prepared from 4-bromo-1H-imidazole, 3,4-difluorophenylboronic acid and homochiral boronate from Example 24 Step 1 following the procedures in Example 76 Steps 1 and 2. □ (1H, 400 MHz, CDCl3) 1.18-1.24 (2H, m), 1.70-1.73 (2H, m), 2.43-2.49 (2H, m), 2.69-2.81 (2H, m), 3.20-3.26 (2H, m), 3.44 (2H, s), 3.68 (2H, q, J=8.7 Hz), 4.72 (1H, s), 7.13 (1H, d, J=7.8 Hz), 7.19-7.22 (1H, m) 7.28-7.35 (2H, m), 7.48 (1H, d, J=1 Hz), 7.54 (1H, dd, J=7.7, 2 Hz), 7.61 (1H, s), 7.83 (1H, d, J=1 Hz). MS (ES+) 539 ([... Starting materials: CCNCC, CCO, CS(=O)(=O)OCCc1cccc(N2C(=O)N(c3ccc(Cl)cc3Cl)Cc3cnc(Nc4ccccc4)nc32)c1. Yields the product CCN(CC)CCc1cccc(N2C(=O)N(c3ccc(Cl)cc3Cl)Cc3cnc(Nc4ccccc4)nc32)c1. RXN SMILES: [CH2:40]([CH3:41])[NH:42][CH2:43][CH3:44].[CH3:45][CH2:46][OH:47].[NH:1]([c:2]1[cH:3][cH:4][cH:5][cH:6][cH:7]1)[c:8]1[n:9][cH:10][c:11]2[c:12]([n:13]1)[N:14]([c:27]1[cH:28][c:29]([CH2:33][CH2:34][O:35][S:36]([CH3:37])(=[O:38])=[O:39])[cH:30][cH:31][cH:32]1)[C:15](=[O:26])[N:16]([c:18]1[c:19]([Cl:25])[cH:20][c:21]([Cl:24])[cH:22][cH:23]1)[CH2:17]2>>[NH:1]([c:2]1[cH:3][cH:4][cH:5][cH:6][cH:7]1)[c:8]1[n:9][cH:10][c:11]2[c:12]([n:13]1)[N:14]([c:27]1[cH:28][c:29]([CH2:33][CH2:34][N:42]([CH2:40][CH3:41])[CH2:43][CH3:44])[cH:30][cH:31][cH:32]1)[C:15](=[O:26])[N:16]([c:18]1[c:19]([Cl:25])[cH:20][c:21]([Cl:24])[cH:22][cH:23]1)[CH2:17]2. The reactants are CC(=O)N1CCC(C(=O)O)CC1, Cc1ccc(C2CNCCC2N(C)C(=O)c2cc(C(F)(F)F)cc(C(F)(F)F)c2)cc1Cl, Cc1ccc(S(=O)(=O)O)cc1. Yields the product CC(=O)N1CCC(C(=O)N2CCC(N(C)C(=O)c3cc(C(F)(F)F)cc(C(F)(F)F)c3)C(c3ccc(C)c(Cl)c3)C2)CC1. Reaction SMILES: [C:44]([CH3:45])(=[O:46])[N:47]1[CH2:48][CH2:49][CH:50]([C:53](=[O:54])[OH:55])[CH2:51][CH2:52]1.[Cl:12][c:13]1[cH:14][c:15]([CH:20]2[CH2:21][NH:22][CH2:23][CH2:24][CH:25]2[N:26]([C:27]([c:28]2[cH:29][c:30]([C:38]([F:39])([F:40])[F:41])[cH:31][c:32]([C:34]([F:35])([F:36])[F:37])[cH:33]2)=[O:42])[CH3:43])[cH:16][cH:17][c:18]1[CH3:19].[c:1]1([CH3:2])[cH:3][cH:4][c:5]([S:6]([OH:7])(=[O:8])=[O:9])[cH:10][cH:11]1>>[Cl:12][c:13]1[cH:14][c:15]([CH:20]2[CH2:21][N:22]([C:53]([CH:50]3[CH2:49][CH2:48][N:47]([C:44]([CH3:45])=[O:46])[CH2:52][CH2:51]3)=[O:54])[CH2:23][CH2:24][CH:25]2[N:26]([C:27]([c:28]2[cH:29][c:30]([C:38]([F:39])([F:40])[F:41])[cH:31][c:32]([C:34]([F:35])([F:36])[F:37])[cH:33]2)=[O:42])[CH3:43])[cH:16][cH:17][c:18]1[CH3:19].